Dataset: the Open Reaction Database (ORD), a public repository of structured organic reaction records. Task: describe an organic reaction: reactants, conditions, products, and yield Reactants: CN1CCNCC1, O=C(O)c1c2n(c3cc(Cl)c(F)cc3c1=O)CCS2, c1ccncc1. The product is CN1CCN(c2cc3c(cc2F)c(=O)c(C(=O)O)c2n3CCS2)CC1. RXN SMILES: [CH3:20][N:21]1[CH2:22][CH2:23][NH:24][CH2:25][CH2:26]1.[Cl:1][c:2]1[c:3]([F:19])[cH:4][c:5]2[c:6](=[O:18])[c:7]([C:15](=[O:16])[OH:17])[c:8]3[n:9]([c:10]2[cH:11]1)[CH2:12][CH2:13][S:14]3.[cH:27]1[cH:28][cH:29][n:30][cH:31][cH:32]1>>[c:2]1([N:24]2[CH2:23][CH2:22][N:21]([CH3:20])[CH2:26][CH2:25]2)[c:3]([F:19])[cH:4][c:5]2[c:6](=[O:18])[c:7]([C:15](=[O:16])[OH:17])[c:8]3[n:9]([c:10]2[cH:11]1)[CH2:12][CH2:13][S:14]3. Starting materials: FC1=C(C=O)C(=CC=C1)F (2,6-difluorobenzaldehyde), NC1=NNC=C1 (3-aminopyrazole), O=C(CC(=O)OCC)CCC (ethyl 3-ketohexanoate). The product is FC1=C(C(=CC=C1)F)C1C=2C(NC(=C1C(=O)OCC)CCC)=NNC2 (Ethyl 4-(2,6-difluorophenyl)-4,7-dihydro-6-propyl-2H-pyrazolo[3,4-b]pyridine-5-carboxylate). RXN SMILES: [F:1][C:2]1[CH:9]=[CH:8][CH:7]=[C:6]([F:10])[C:3]=1[CH:4]=O.[NH2:11][C:12]1[CH:16]=[CH:15][NH:14][N:13]=1.O=[C:18]([CH2:25][CH2:26][CH3:27])[CH2:19][C:20]([O:22][CH2:23][CH3:24])=[O:21]>>[F:1][C:2]1[CH:9]=[CH:8][CH:7]=[C:6]([F:10])[C:3]=1[CH:4]1[C:19]([C:20]([O:22][CH2:23][CH3:24])=[O:21])=[C:18]([CH2:25][CH2:26][CH3:27])[NH:11][C:12]2=[N:13][NH:14][CH:15]=[C:16]12. Procedure details: The title compound was prepared from 2,6-difluorobenzaldehyde, 3-aminopyrazole and ethyl 3-ketohexanoate in the same manner as in Example 25. The reactants are B, C1CCOC1, O=C(O)c1ccc(Cn2ccc(NC(=O)c3c(F)cccc3F)n2)c(C(F)(F)F)c1, C1CCOC1. Yields the product O=C(Nc1ccn(Cc2ccc(CO)cc2C(F)(F)F)n1)c1c(F)cccc1F. RXN SMILES: [BH3:36].[CH2:37]1[O:38][CH2:39][CH2:40][CH2:41]1.[F:1][c:2]1[c:3]([C:9](=[O:10])[NH:11][c:12]2[n:13][n:14]([CH2:17][c:18]3[c:19]([C:27]([F:28])([F:29])[F:30])[cH:20][c:21]([C:22](=[O:23])[OH:24])[cH:25][cH:26]3)[cH:15][cH:16]2)[c:4]([F:8])[cH:5][cH:6][cH:7]1.[O:31]1[CH2:32][CH2:33][CH2:34][CH2:35]1>>[F:1][c:2]1[c:3]([C:9](=[O:10])[NH:11][c:12]2[n:13][n:14]([CH2:17][c:18]3[c:19]([C:27]([F:28])([F:29])[F:30])[cH:20][c:21]([CH2:22][OH:23])[cH:25][cH:26]3)[cH:15][cH:16]2)[c:4]([F:8])[cH:5][cH:6][cH:7]1. Reactants: C(#N)[BH3-].[Na+] (sodium cyanoborohydride), CC1=C(C(=NO1)C1=NC=CC=C1)C=O (5-methyl-3-(pyridin-2-yl)isoxazole-4-carbaldehyde), Cl.C(C)OC(=O)C=1N(N=C(C1)N)C (5-amino-2-methyl-2H-pyrazole-3-carboxylic acid ethyl ester hydrochloride), C(C)(=O)O (acetic acid). The solvent is CO (MeOH). Reaction conditions: time 1 hour. Yields the product CN1N=C(C=C1C(=O)OCC)NCC=1C(=NOC1C)C1=NC=CC=C1 (Ethyl 1-methyl-3-((5-methyl-3-(pyridin-2-yl)isoxazol-4-yl)methylamino)-1H-pyrazole-5-carboxylate). Yield: 55.3%. As a reaction SMILES: [CH3:1][C:2]1[O:6][N:5]=[C:4]([C:7]2[CH:12]=[CH:11][CH:10]=[CH:9][N:8]=2)[C:3]=1[CH:13]=O.Cl.[CH2:16]([O:18][C:19]([C:21]1[N:22]([CH3:27])[N:23]=[C:24]([NH2:26])[CH:25]=1)=[O:20])[CH3:17].C(O)(=O)C.C([BH3-])#N.[Na+]>CO>[CH3:27][N:22]1[C:21]([C:19]([O:18][CH2:16][CH3:17])=[O:20])=[CH:25][C:24]([NH:26][CH2:13][C:3]2[C:4]([C:7]3[CH:12]=[CH:11][CH:10]=[CH:9][N:8]=3)=[N:5][O:6][C:2]=2[CH3:1])=[N:23]1 |f:1.2,4.5|. Reported procedure: To a mixture of 5-methyl-3-(pyridin-2-yl)isoxazole-4-carbaldehyde (811 mg, 4.31 mmol) and 5-amino-2-methyl-2H-pyrazole-3-carboxylic acid ethyl ester hydrochloride (886 mg, 4.31 mmol) in MeOH (36 mL) was added molecular sieves (1.3 g). The reaction mixture was stirred at RT for 1 h. Then acetic acid (3.45 mL, 60.3 mmol) was added. After stirring for additional 5 min, sodium cyanoborohydride (542 mg, 8.62 mmol) was added in portions over 2 min and the reaction mixture was stirred at RT for 30 min,... Starting materials: [K] (potassium), FC=1C=NC(NC1)=O (5-fluoropyrimid-2-one), CI (methyl iodide). Solvent: CN(C=O)C (dimethylformamide). Reaction conditions: time 20 hour. The product is CN1C(N=CC(=C1)F)=O (1-Methyl-5-fluoropyrimid-2-one). The yield is 40.0%. Reaction SMILES: [K].[F:2][C:3]1[CH:4]=[N:5][C:6](=[O:9])[NH:7][CH:8]=1.[CH3:10]I>CN(C)C=O>[CH3:10][N:5]1[CH:4]=[C:3]([F:2])[CH:8]=[N:7][C:6]1=[O:9] |^1:0|. Procedure details: A mixture of the potassium salt of 5-fluoropyrimid-2-one (prepared as described in Undeheim, K. and Gacek, M. Acta. Chem. Scand. 23 (1969) 294 or Budesinsky, Z., Prikyl, J. and Svatek, E. Coll. Czech. Chem. Commun. 30 (1965) 3895) (0.01 mol) and methyl iodide (0.013 mol) in dimethylformamide (40 ml) was stirred at room temperature for 20 hours. The solvent was then removed under reduced pressure (1 mm Hg) and the said residue triturated with chloroform (4×50 ml). The chloroform solution containi... Reactants: [H-].[Al+3].[Li+].[H-].[H-].[H-] (Lithium aluminium hydride), ClC=1C=NC=C(C(=O)O)C1 (5-chloro-nicotinic acid), TEA, ClC(=O)OC (methyl chloroformate). Solvent: C1CCOC1 (THF), C1CCOC1 (THF), C(C)(=O)OCC (ethyl acetate). Run at time 8 hour. The product is ClC=1C=C(C=NC1)CO ((5-Chloro-pyridin-3-yl)-methanol). Isolated yield 76.5%. RXN SMILES: [Cl:1][C:2]1[CH:3]=[N:4][CH:5]=[C:6]([CH:10]=1)[C:7](O)=[O:8].ClC(OC)=O.[H-].[Al+3].[Li+].[H-].[H-].[H-]>C1COCC1.C(OCC)(=O)C>[Cl:1][C:2]1[CH:10]=[C:6]([CH2:7][OH:8])[CH:5]=[N:4][CH:3]=1 |f:2.3.4.5.6.7|. Procedure: To a solution of 5-chloro-nicotinic acid (2 g, 12.7 mmol) and TEA (1.52 g, 15 mmol) in THF (30 mL) was added slowly methyl chloroformate (1.42 g, 15 mmol) at 0° C. The resulting mixture was stirred at room temperature overnight. The reaction was diluted with ethyl acetate, washed with saturated ammonia chloride and dried over anhydrous sodium sulfate. The organic layer was concentrated to give the crude product (2.8 g, crude), which was dissolved in THF (40 mL) and cooled to −78° C. Lithium alum... Starting materials: CCOC(=O)Cc1ccc(NC(=O)C(Cc2ccccc2)NS(=O)(=O)c2ccc(Br)cc2)cc1, CO, [Na+], [OH-]. The product is O=C(O)Cc1ccc(NC(=O)C(Cc2ccccc2)NS(=O)(=O)c2ccc(Br)cc2)cc1. Reaction SMILES: [Br:1][c:2]1[cH:3][cH:4][c:5]([S:8](=[O:9])(=[O:10])[NH:11][CH:12]([C:13](=[O:14])[NH:15][c:16]2[cH:17][cH:18][c:19]([CH2:22][C:23](=[O:24])[O:25][CH2:26][CH3:27])[cH:20][cH:21]2)[CH2:28][c:29]2[cH:30][cH:31][cH:32][cH:33][cH:34]2)[cH:6][cH:7]1.[CH3:37][OH:38].[Na+:36].[OH-:35]>>[Br:1][c:2]1[cH:3][cH:4][c:5]([S:8](=[O:9])(=[O:10])[NH:11][CH:12]([C:13](=[O:14])[NH:15][c:16]2[cH:17][cH:18][c:19]([CH2:22][C:23](=[O:24])[OH:25])[cH:20][cH:21]2)[CH2:28][c:29]2[cH:30][cH:31][cH:32][cH:33][cH:34]2)[cH:6][cH:7]1. Reactants: O=C([O-])[O-], CN(C)C=O, O=[N+]([O-])c1ccccc1F, [K+], [K+], CC(C)n1cc(-c2ccc(O)cc2)c2c(N)ncnc21. Product: CC(C)n1cc(-c2ccc(Oc3ccccc3[N+](=O)[O-])cc2)c2c(N)ncnc21. As a reaction SMILES: [C:31](=[O:32])([O-:33])[O-:34].[CH3:37][N:38]([CH3:39])[CH:40]=[O:41].[F:21][c:22]1[c:23]([N+:28](=[O:29])[O-:30])[cH:24][cH:25][cH:26][cH:27]1.[K+:35].[K+:36].[NH2:1][c:2]1[c:3]2[c:4]([n:5][cH:6][n:7]1)[n:8]([CH:18]([CH3:19])[CH3:20])[cH:9][c:10]2-[c:11]1[cH:12][cH:13][c:14]([OH:17])[cH:15][cH:16]1>>[NH2:1][c:2]1[c:3]2[c:4]([n:5][cH:6][n:7]1)[n:8]([CH:18]([CH3:19])[CH3:20])[cH:9][c:10]2-[c:11]1[cH:12][cH:13][c:14]([O:17][c:22]2[c:23]([N+:28](=[O:29])[O-:30])[cH:24][cH:25][cH:26][cH:27]2)[cH:15][cH:16]1. The reactants are OC=1C=C2C=CC(NC2=CC1)=O (6-hydroxyquinoline-2-one), P(O)(O)(O)=O (orthophosphoric acid), C=CC=C (butadiene). The solvent is C1=CC=CC=C1 (benzene), C1=CC=CC=C1 (benzene). Run at temperature 80 celsius. The product is CC1CCC2=C3C=CC(NC3=CC=C2O1)=O (3-methyl-1,2-dihydro-3H-pyrano[3,2-f]quinoline-8(7H)-one). Isolated yield 34.9%. Reaction SMILES: [OH:1][C:2]1[CH:3]=[C:4]2[C:9](=[CH:10][CH:11]=1)[NH:8][C:7](=[O:12])[CH:6]=[CH:5]2.P(=O)(O)(O)O.[CH2:18]=[CH:19][CH:20]=[CH2:21]>C1C=CC=CC=1>[CH3:18][CH:19]1[O:1][C:2]2[C:3](=[C:4]3[C:9](=[CH:10][CH:11]=2)[NH:8][C:7](=[O:12])[CH:6]=[CH:5]3)[CH2:21][CH2:20]1. Procedure details: 6-hydroxyquinoline-2-one (481 mg) and orthophosphoric acid (0.55 ml) were dissolved in 5 ml of benzene, and thereto was added dropwise with stirring 297 mg of butadiene dissolved in 5 ml of benzene. The resulting mixture was heated under reflux at 80° C. for 12 hours. The reaction liquid was poured into ice-cold water and extracted with 100 ml of ethyl acetate. The extracted liquor was washed with water and the ethyl acetate solution was dehydrated by addition of anhydrous sodium sulfate and fil... The reactants are CC(CC1=CC=C(C=C1)C1=NN(C=N1)C1=CC=C(C=C1)OC(F)(F)F)(C)N (2-methyl-1-(4-(1-(4-(trifluoromethoxy)phenyl)-1H-1,2,4-triazol-3-yl)phenyl)propan-2-amine), C(C)(C)C1=C(C=C(C=C1)C)N1/C(/SCC1=O)=N/C(OC1=CC=C(C=C1)[N+](=O)[O-])=O ((Z)-4-nitrophenyl (3-(2-isopropyl-5-methylphenyl)-4-oxothiazolidin-2-ylidene)carbamate). Product: C(C)(C)C1=C(C=C(C=C1)C)N1/C(/SCC1=O)=N/C(=O)NC(CC1=CC=C(C=C1)C1=NN(C=N1)C1=CC=C(C=C1)OC(F)(F)F)(C)C ((Z)-1-(3-(2-isopropyl-5-methylphenyl)-4-oxothiazolidin-2-ylidene)-3-(2-methyl-1-(4-(1-(4-(trifluoromethoxy)phenyl)-1H-1,2,4-triazol-3-yl)phenyl)propan-2-yl)urea), oil. The yield is 9.0%. RXN SMILES: [CH3:1][C:2]([NH2:27])([CH3:26])[CH2:3][C:4]1[CH:9]=[CH:8][C:7]([C:10]2[N:14]=[CH:13][N:12]([C:15]3[CH:20]=[CH:19][C:18]([O:21][C:22]([F:25])([F:24])[F:23])=[CH:17][CH:16]=3)[N:11]=2)=[CH:6][CH:5]=1.[CH:28]([C:31]1[CH:36]=[CH:35][C:34]([CH3:37])=[CH:33][C:32]=1[N:38]1[C:42](=[O:43])[CH2:41][S:40]/[C:39]/1=[N:44]\[C:45](=O)[O:46]C1C=CC([N+]([O-])=O)=CC=1)([CH3:30])[CH3:29]>>[CH:28]([C:31]1[CH:36]=[CH:35][C:34]([CH3:37])=[CH:33][C:32]=1[N:38]1[C:42](=[O:43])[CH2:41][S:40]/[C:39]/1=[N:44]\[C:45]([NH:27][C:2]([CH3:1])([CH3:26])[CH2:3][C:4]1[CH:9]=[CH:8][C:7]([C:10]2[N:14]=[CH:13][N:12]([C:15]3[CH:20]=[CH:19][C:18]([O:21][C:22]([F:24])([F:23])[F:25])=[CH:17][CH:16]=3)[N:11]=2)=[CH:6][CH:5]=1)=[O:46])([CH3:30])[CH3:29]. Reported procedure: The title compound was prepared as described in Example 95 using 2-methyl-1-(4-(1-(4-(trifluoromethoxy)phenyl)-1H-1,2,4-triazol-3-yl)phenyl)propan-2-amine (CB28) and (Z)-4-nitrophenyl (3-(2-isopropyl-5-methylphenyl)-4-oxothiazolidin-2-ylidene)carbamate (CA50), purified by flash column chromatography using 0-100% ethyl acetate/B, where B=1:1 dichloromethane/hexanes, as eluent and isolated as a brown oil (0.018 g, 9%).